This data is from the Open Reaction Database (ORD), a public repository of structured organic reaction records. The task is: describe an organic reaction: reactants, conditions, products, and yield The reactants are C1(CC1)N1C=C(C(C2=CC(=C(C(=C12)F)F)F)=O)C(=O)O (1-cyclopropyl-6,7,8-trifluoro-1,4-dihydro-4-oxoquinoline-3-carboxylic acid), Br.C(C)(=O)NCC=1C=C2CNCC2=CC1 (5-acetamidomethylisoindoline hydrobromide), C1CCC2=NCCCN2CC1 (DBU). The solvent is CN(C)C=O (DMF). Product: C(C)(=O)NCC=1C=C2CN(CC2=CC1)C1=C(C=C2C(C(=CN(C2=C1F)C1CC1)C(=O)O)=O)F (7-(5-acetamidomethyl-2-isoindolinyl)-1-cyclopropyl-6,8-difluoro-1,4-dihydro-4-oxoquinoline-3-carboxylic acid). Isolated yield 34.0%. RXN SMILES: [CH:1]1([N:4]2[C:13]3[C:8](=[CH:9][C:10]([F:16])=[C:11](F)[C:12]=3[F:14])[C:7](=[O:17])[C:6]([C:18]([OH:20])=[O:19])=[CH:5]2)[CH2:3][CH2:2]1.Br.[C:22]([NH:25][CH2:26][C:27]1[CH:28]=[C:29]2[C:33](=[CH:34][CH:35]=1)[CH2:32][NH:31][CH2:30]2)(=[O:24])[CH3:23].C1CCN2C(=NCCC2)CC1>CN(C=O)C>[C:22]([NH:25][CH2:26][C:27]1[CH:28]=[C:29]2[C:33](=[CH:34][CH:35]=1)[CH2:32][N:31]([C:11]1[C:12]([F:14])=[C:13]3[C:8]([C:7](=[O:17])[C:6]([C:18]([OH:20])=[O:19])=[CH:5][N:4]3[CH:1]3[CH2:2][CH2:3]3)=[CH:9][C:10]=1[F:16])[CH2:30]2)(=[O:24])[CH3:23] |f:1.2|. Procedure: 283 mg of 1-cyclopropyl-6,7,8-trifluoro-1,4-dihydro-4-oxoquinoline-3-carboxylic acid, 325 mg of 5-acetamidomethylisoindoline hydrobromide, 536 mg of DBU, and 2 ml of anhydrous DMF were processed in the same manner as in Example 20 to produce 154 mg of 7-(5-acetamidomethyl-2-isoindolinyl)-1-cyclopropyl-6,8-difluoro-1,4-dihydro-4-oxoquinoline-3-carboxylic acid. 1H-NMR (CDCl3) δ: 8.74 (1H, s, C2 --H), 7.89 (1H, d, J=14Hz, C5 --H), 7.26-7.30 (3H, brs, ARM-H), 5.15 (4H, brs, 2 x --CH2N--), 4.47 (2H, ... Starting materials: N1C=C(C2=CC=CN=C12)C(C(=O)[O-])=O.[K+] (Potassium (7-azaindol-3-yl)-oxoacetate), C(C)OC(C(=O)C1=CNC2=C(N=CC(=C12)OC)OC)=O (Ethyl(4,7-dimethoxy-6-azaindol-3-yl)-oxoacetate). Product: COC1=C2C(=CNC2=C(N=C1)OC)C(C(=O)[O-])=O.[K+] (Potassium (4,7-dimethoxy-6-azaindol-3-yl)-oxoacetate). As a reaction SMILES: N1C2C(=CC=CN=2)C(C(=O)C([O-])=O)=C1.[K+:15].C([O:18][C:19](=[O:35])[C:20]([C:22]1[C:30]2[C:25](=[C:26]([O:33][CH3:34])[N:27]=[CH:28][C:29]=2[O:31][CH3:32])[NH:24][CH:23]=1)=[O:21])C>>[CH3:32][O:31][C:29]1[CH:28]=[N:27][C:26]([O:33][CH3:34])=[C:25]2[C:30]=1[C:22]([C:20](=[O:21])[C:19]([O-:35])=[O:18])=[CH:23][NH:24]2.[K+:15] |f:0.1,3.4|. Procedure details: Compound 3ao (Potassium (4,7-dimethoxy-6-azaindol-3-yl)-oxoacetate) was prepared (as a yellow solid), by the same method used to prepare compound 3a except Ethyl(4,7-dimethoxy-6-azaindol-3-yl)-oxoacetate was employed as the starting material. MS m/z: (M+H)+ of the corresponding acid of compound 3ao (M−K+H)+ calcd for C11H11N2O5: 251.07; found 251.09. HPLC retention time: 0.69 minutes (column B). Reactants: ClC=1C(=CC=2N(N1)C=CN2)C (6-chloro-7-methylimidazo[1,2-b]pyridazine), OCC(CCS(=O)(=O)N)(C)C (4-hydroxy-3,3-dimethyl-1-butanesulfonamide). Yields the product CC(COC=1C(=CC=2N(N1)C=CN2)C)(CCS(N)(=O)=O)C (6-(2,2-dimethyl-4-sulfamoyl-1-butoxy)-7-methylimidazo[1,2-b ]pyridazine). The yield is 26.2%. RXN SMILES: Cl[C:2]1[C:3]([CH3:11])=[CH:4][C:5]2[N:6]([CH:8]=[CH:9][N:10]=2)[N:7]=1.[OH:12][CH2:13][C:14]([CH3:22])([CH3:21])[CH2:15][CH2:16][S:17]([NH2:20])(=[O:19])=[O:18]>>[CH3:21][C:14]([CH3:22])([CH2:15][CH2:16][S:17](=[O:19])(=[O:18])[NH2:20])[CH2:13][O:12][C:2]1[C:3]([CH3:11])=[CH:4][C:5]2[N:6]([CH:8]=[CH:9][N:10]=2)[N:7]=1. Reported procedure: Using 0.84 g of 6-chloro-7-methylimidazo[1,2-b]pyridazine and 0.91 g of 4-hydroxy-3,3-dimethyl-1-butanesulfonamide, 0.41 g of title compound was obtained in the same manner as in Example 3. The reactants are C(CCCCCCCCCCCCCCC)SCC(CN)N1N=NN=C1C (3-Hexadecylthio-2-(5-methyl-1H-tetrazol-1-yl)propylamine), ClCCCS(=O)(=O)NCC(CSCCCCCCCCCCCCCCCC)OC (3-(3-chloropropylsulfonylamino)-1-hexadecylthio-2-methoxypropane). The product is ClCCCS(=O)(=O)NCC(CSCCCCCCCCCCCCCCCC)N1N=NN=C1C (3-(3-chloropropylsulfonylamino)-1-hexadecylthio-2-(5-methyl-1H-tetrazol-1-yl)propane). As a reaction SMILES: [CH2:1]([S:17][CH2:18][CH:19]([N:22]1[C:26]([CH3:27])=[N:25][N:24]=[N:23]1)[CH2:20][NH2:21])[CH2:2][CH2:3][CH2:4][CH2:5][CH2:6][CH2:7][CH2:8][CH2:9][CH2:10][CH2:11][CH2:12][CH2:13][CH2:14][CH2:15][CH3:16].[Cl:28][CH2:29][CH2:30][CH2:31][S:32](NCC(OC)CSCCCCCCCCCCCCCCCC)(=[O:34])=[O:33]>>[Cl:28][CH2:29][CH2:30][CH2:31][S:32]([NH:21][CH2:20][CH:19]([N:22]1[C:26]([CH3:27])=[N:25][N:24]=[N:23]1)[CH2:18][S:17][CH2:1][CH2:2][CH2:3][CH2:4][CH2:5][CH2:6][CH2:7][CH2:8][CH2:9][CH2:10][CH2:11][CH2:12][CH2:13][CH2:14][CH2:15][CH3:16])(=[O:34])=[O:33]. Procedure: 3-Hexadecylthio-2-(5-methyl-1H-tetrazol-1-yl)propylamine IVi1 is allowed to react and worked up by the same procedure as described in (4). m.p. 62°-62.5° C. The summary of the experimental condition and the physical data of the product are listed in Table 7. Reactants: CC(C)(C)OC(=O)NC(c1ccc(C(F)(F)F)cc1)C(O)CO[Si](C)(C)C(C)(C)C, CS(=O)(=O)Cl, CN(C)c1ccncc1, ClCCl, O. Product: CC(C)(C)OC(=O)NC(c1ccc(C(F)(F)F)cc1)C(CO[Si](C)(C)C(C)(C)C)OS(C)(=O)=O. As a reaction SMILES: [C:1]([CH3:2])([CH3:3])([CH3:4])[Si:5]([O:6][CH2:7][CH:8]([CH:9]([c:10]1[cH:11][cH:12][c:13]([C:16]([F:17])([F:18])[F:19])[cH:14][cH:15]1)[NH:20][C:21]([O:22][C:23]([CH3:24])([CH3:25])[CH3:26])=[O:27])[OH:28])([CH3:29])[CH3:30].[CH3:31][S:32]([Cl:33])(=[O:34])=[O:35].[CH3:40][N:41]([CH3:42])[c:43]1[cH:44][cH:45][n:46][cH:47][cH:48]1.[Cl:37][CH2:38][Cl:39].[OH2:36]>>[C:1]([CH3:2])([CH3:3])([CH3:4])[Si:5]([O:6][CH2:7][CH:8]([CH:9]([c:10]1[cH:11][cH:12][c:13]([C:16]([F:17])([F:18])[F:19])[cH:14][cH:15]1)[NH:20][C:21]([O:22][C:23]([CH3:24])([CH3:25])[CH3:26])=[O:27])[O:28][S:32]([CH3:31])(=[O:34])=[O:35])([CH3:29])[CH3:30].